From a dataset of the Open Reaction Database (ORD), a public repository of structured organic reaction records. describe an organic reaction: reactants, conditions, products, and yield Reactants: C(C)OC(C(C(CF)C1(SCCCS1)C#N)CC1=CC=CC=C1)=O (3-(2-cyano-1,3-dithian-2-yl)-4-fluoro-2-benzylbutyric acid ethyl ester), solution, [OH-].[Li+] (lithium hydroxide). Solvent: C(C)O (ethanol). Product: C(#N)C1(SCCCS1)C(C(C(=O)O)C)CF (3-(2-Cyano-1,3-dithian-2-yl)-4-fluoro-2-methylbutyric acid). As a reaction SMILES: C([O:3][C:4](=[O:24])[CH:5]([CH2:17]C1C=CC=CC=1)[CH:6]([C:9]1([C:15]#[N:16])[S:14][CH2:13][CH2:12][CH2:11][S:10]1)[CH2:7][F:8])C.[OH-].[Li+]>C(O)C>[C:15]([C:9]1([CH:6]([CH2:7][F:8])[CH:5]([CH3:17])[C:4]([OH:24])=[O:3])[S:10][CH2:11][CH2:12][CH2:13][S:14]1)#[N:16] |f:1.2|. Reported procedure: A solution of 3 g of the ethyl ester of Example 22, paragraph 1, in 40 ml of ethanol is treated with 15 ml of a 1 M solution of lithium hydroxide for about 40 hours at 25° C. The mixture is then acidified and extracted well with chloroform. The organic phase is dried and concentrated to afford the title compound.